This data is from the Open Reaction Database (ORD), a public repository of structured organic reaction records. The task is: describe an organic reaction: reactants, conditions, products, and yield The reactants are Cc1c(C#N)c(-c2ccc(-c3ccccc3C#N)cc2)c(C(O)=S)n1C, ClCCl, O=C(Cl)C(=O)Cl, N, CN(C)C=O, [OH-]. Yields the product Cc1c(C#N)c(-c2ccc(-c3ccccc3C#N)cc2)c(C(N)=S)n1C. Reaction SMILES: [C:1](#[N:2])[c:3]1[c:4](-[c:13]2[cH:14][cH:15][c:16](-[c:19]3[c:20]([C:25]#[N:26])[cH:21][cH:22][cH:23][cH:24]3)[cH:17][cH:18]2)[c:5]([C:10](=[S:11])[OH:12])[n:6]([CH3:9])[c:7]1[CH3:8].[CH2:40]([Cl:41])[Cl:42].[Cl:27][C:28]([C:29]([Cl:30])=[O:31])=[O:32].[NH3:39].[O:33]=[CH:34][N:35]([CH3:36])[CH3:37].[OH-:38]>>[C:1](#[N:2])[c:3]1[c:4](-[c:13]2[cH:14][cH:15][c:16](-[c:19]3[c:20]([C:25]#[N:26])[cH:21][cH:22][cH:23][cH:24]3)[cH:17][cH:18]2)[c:5]([C:10](=[S:11])[NH2:35])[n:6]([CH3:9])[c:7]1[CH3:8]. Starting materials: CCCNCCC, CN(C)C=O, O=C1c2c(Cl)cccc2-n2cnc(-c3nnc(CCl)o3)c2C2CCN12. Product: CCCN(CCC)Cc1nnc(-c2ncn3c2C2CCN2C(=O)c2c(Cl)cccc2-3)o1. As a reaction SMILES: [CH2:26]([CH2:27][CH3:28])[NH:29][CH2:30][CH2:31][CH3:32].[CH3:33][N:34]([CH3:35])[CH:36]=[O:37].[Cl:1][c:2]1[cH:3][cH:4][cH:5][c:6]2[c:7]1[C:8](=[O:25])[N:9]1[CH:10]([c:11]3[n:12]-2[cH:13][n:14][c:15]3-[c:16]2[o:17][c:18]([CH2:21][Cl:22])[n:19][n:20]2)[CH2:23][CH2:24]1>>[Cl:1][c:2]1[cH:3][cH:4][cH:5][c:6]2[c:7]1[C:8](=[O:25])[N:9]1[CH:10]([c:11]3[n:12]-2[cH:13][n:14][c:15]3-[c:16]2[o:17][c:18]([CH2:21][N:29]([CH2:26][CH2:27][CH3:28])[CH2:30][CH2:31][CH3:32])[n:19][n:20]2)[CH2:23][CH2:24]1. The product is Cc1ccc(S(=O)(=O)OCCC(F)(F)F)cc1. Reactants: CN(C)c1ccncc1, ClCCl, OCCC(F)(F)F, Cc1ccc(S(=O)(=O)Cl)cc1, c1ccncc1. RXN SMILES: [CH3:28][N:29]([CH3:30])[c:31]1[cH:32][cH:33][n:34][cH:35][cH:36]1.[Cl:19][CH2:20][Cl:21].[F:1][C:2]([CH2:3][CH2:4][OH:5])([F:6])[F:7].[c:8]1([CH3:18])[cH:9][cH:10][c:11]([S:14](=[O:15])(=[O:16])[Cl:17])[cH:12][cH:13]1.[cH:22]1[cH:23][cH:24][n:25][cH:26][cH:27]1>>[F:1][C:2]([CH2:3][CH2:4][O:5][S:14]([c:11]1[cH:10][cH:9][c:8]([CH3:18])[cH:13][cH:12]1)(=[O:15])=[O:16])([F:6])[F:7]. Reactants: CCCCNCc1ccc(-c2ccccc2C#N)cc1, CCOC(=O)C(CC)C(=O)O, [Cl-]. Yields the product CCCCN(Cc1ccc(-c2ccccc2C#N)cc1)C(=O)C(CC)C(=O)OCC. Reaction SMILES: [CH2:1]([CH2:2][CH2:3][CH3:4])[NH:5][CH2:6][c:7]1[cH:8][cH:9][c:10](-[c:13]2[c:14]([C:19]#[N:20])[cH:15][cH:16][cH:17][cH:18]2)[cH:11][cH:12]1.[CH2:22]([CH3:23])[O:24][C:25]([CH:26]([C:27](=[O:28])[OH:29])[CH2:30][CH3:31])=[O:32].[Cl-:21]>>[CH2:1]([CH2:2][CH2:3][CH3:4])[N:5]([CH2:6][c:7]1[cH:8][cH:9][c:10](-[c:13]2[c:14]([C:19]#[N:20])[cH:15][cH:16][cH:17][cH:18]2)[cH:11][cH:12]1)[C:27]([CH:26]([C:25]([O:24][CH2:22][CH3:23])=[O:32])[CH2:30][CH3:31])=[O:28]. Reactants: CCCCCCCCCCCC(CC(=O)O)OC(=O)CCCCCCCCC, NC(CO)C(=O)OCc1ccccc1, ClCCCl, CI, ClCCl. Yields the product CCCCCCCCCCCC(CC(=O)NC(CO)C(=O)OCc1ccccc1)OC(=O)CCCCCCCCC. Reaction SMILES: [C:15]([CH2:16][CH2:17][CH2:18][CH2:19][CH2:20][CH2:21][CH2:22][CH2:23][CH3:24])(=[O:25])[O:26][CH:27]([CH2:28][C:29](=[O:30])[OH:31])[CH2:32][CH2:33][CH2:34][CH2:35][CH2:36][CH2:37][CH2:38][CH2:39][CH2:40][CH2:41][CH3:42].[CH2:1]([c:2]1[cH:3][cH:4][cH:5][cH:6][cH:7]1)[O:8][C:9]([CH:10]([NH2:11])[CH2:12][OH:13])=[O:14].[CH2:43]([Cl:44])[CH2:45][Cl:46].[CH3:47][I:48].[Cl:49][CH2:50][Cl:51]>>[CH2:1]([c:2]1[cH:3][cH:4][cH:5][cH:6][cH:7]1)[O:8][C:9]([CH:10]([NH:11][C:29]([CH2:28][CH:27]([O:26][C:15]([CH2:16][CH2:17][CH2:18][CH2:19][CH2:20][CH2:21][CH2:22][CH2:23][CH3:24])=[O:25])[CH2:32][CH2:33][CH2:34][CH2:35][CH2:36][CH2:37][CH2:38][CH2:39][CH2:40][CH2:41][CH3:42])=[O:30])[CH2:12][OH:13])=[O:14]. The reactants are ClC1=C(C=C(C(=O)NC2=CC=C(C(=O)O)C=C2)C=C1)NS(=O)(=O)C1=CC(=CC(=C1)Cl)Cl (4-[4-Chloro-3-(3,5-dichloro-benzenesulfonylamino)-benzoylamino]-benzoic acid), ClC=1C=C(C=C(C1)Cl)S(=O)(=O)Cl (3,5-dichloro-benzenesulfonyl chloride). Product: C(C)OC(C1=CC=C(C=C1)NC(C1=CC(=C(C=C1)Cl)NS(=O)(=O)C1=CC(=CC(=C1)Cl)Cl)=O)=O (4-[4-chloro-3-(3,5-dichloro-benzenesulfonylamino)-benzoylamino]-benzoic acid ethyl ester). As a reaction SMILES: [Cl:1][C:2]1[CH:19]=[CH:18][C:5]([C:6]([NH:8][C:9]2[CH:17]=[CH:16][C:12]([C:13]([OH:15])=[O:14])=[CH:11][CH:10]=2)=[O:7])=[CH:4][C:3]=1[NH:20][S:21]([C:24]1[CH:29]=[C:28]([Cl:30])[CH:27]=[C:26]([Cl:31])[CH:25]=1)(=[O:23])=[O:22].Cl[C:33]1C=C(S(Cl)(=O)=O)C=C(Cl)[CH:38]=1>>[CH2:33]([O:14][C:13](=[O:15])[C:12]1[CH:11]=[CH:10][C:9]([NH:8][C:6](=[O:7])[C:5]2[CH:18]=[CH:19][C:2]([Cl:1])=[C:3]([NH:20][S:21]([C:24]3[CH:25]=[C:26]([Cl:31])[CH:27]=[C:28]([Cl:30])[CH:29]=3)(=[O:22])=[O:23])[CH:4]=2)=[CH:17][CH:16]=1)[CH3:38]. Reported procedure: 4-[4-Chloro-3-(3,5-dichloro-benzenesulfonylamino)-benzoylamino]-benzoic acid, MS (ISP): m/e=499.0 (M−H), was prepared in analogy to example 21, steps A to D. Step C was performed using 3,5-dichloro-benzenesulfonyl chloride and yielded 4-[4-chloro-3-(3,5-dichloro-benzenesulfonylamino)-benzoylamino]-benzoic acid ethyl ester, which was hydrolyzed in step D. Reactants: CC(C)(C)OC(=O)N1CCc2[nH]c3ccc(F)cc3c2C1, C1CCOC1, [H-], CI, [Na+]. The product is Cn1c2c(c3cc(F)ccc31)CN(C(=O)OC(C)(C)C)CC2. Reaction SMILES: [C:3]([CH3:4])([CH3:5])([CH3:6])[O:7][C:8](=[O:9])[N:10]1[CH2:11][c:12]2[c:13]([nH:14][c:15]3[cH:16][cH:17][c:18]([F:21])[cH:19][c:20]23)[CH2:22][CH2:23]1.[CH2:26]1[O:27][CH2:28][CH2:29][CH2:30]1.[H-:2].[I:24][CH3:25].[Na+:1]>>[C:3]([CH3:4])([CH3:5])([CH3:6])[O:7][C:8](=[O:9])[N:10]1[CH2:11][c:12]2[c:13]([n:14]([CH3:25])[c:15]3[cH:16][cH:17][c:18]([F:21])[cH:19][c:20]23)[CH2:22][CH2:23]1.